This data is from the Open Reaction Database (ORD), a public repository of structured organic reaction records. The task is: describe an organic reaction: reactants, conditions, products, and yield Reactants: C(#N)C=1C(=NC(=NC1)NCCC1=CC=NC=C1)NCCC (5-cyano-4-n-propylamino-2-[2-(4-pyridyl)ethylamino]pyrimidine), C(CC(O)(C(=O)O)CC(=O)O)(=O)O (citric acid), [Cl-].[NH4+] (ammonium chloride), [N-]=[N+]=[N-].[Na+] (sodium azide). The solvent is CN(C)C=O (DMF), C(Cl)(Cl)Cl (chloroform), CN(C)C=O (DMF). Reaction conditions: temperature 100 celsius, time 24 hour. The product is C(CC)NC1=NC(=NC=C1C1=NN=NN1)NCCC1=CC=NC=C1 (4-n-propylamino-2-[2-(4-pyridyl)ethylamino]-5-tetrazolylpyrimidine). Yield: 22.0%. Reaction SMILES: [C:1]([C:3]1[C:4]([NH:18][CH2:19][CH2:20][CH3:21])=[N:5][C:6]([NH:9][CH2:10][CH2:11][C:12]2[CH:17]=[CH:16][N:15]=[CH:14][CH:13]=2)=[N:7][CH:8]=1)#[N:2].[Cl-].[NH4+].[N-:24]=[N+:25]=[N-:26].[Na+].C(O)(=O)CC(CC(O)=O)(C(O)=O)O>C(Cl)(Cl)Cl.CN(C=O)C>[CH2:19]([NH:18][C:4]1[C:3]([C:1]2[NH:26][N:25]=[N:24][N:2]=2)=[CH:8][N:7]=[C:6]([NH:9][CH2:10][CH2:11][C:12]2[CH:13]=[CH:14][N:15]=[CH:16][CH:17]=2)[N:5]=1)[CH2:20][CH3:21] |f:1.2,3.4|. Procedure: To 20 mL of DMF, the total amount of 5-cyano-4-n-propylamino-2-[2-(4-pyridyl)ethylamino]pyrimidine obtained in Step 2 was dissolved, then DMF (16 mL) solution of ammonium chloride (856 mg) and sodium azide (1.04 g) was added thereto, followed by stirring at 100° C. for 24 hours. After completion of the reaction was confirmed by thin-layer chromatography, the reaction mixture was added with chloroform and 5% an aqueous citric acid solution, and then the mixture was separated. The pH of an aqueous...